Dataset: the Open Reaction Database (ORD), a public repository of structured organic reaction records. Task: describe an organic reaction: reactants, conditions, products, and yield The reactants are C1=NN=C2N1C1=C(CN(C2)CCC(=O)O)C=CC=C1 (4H-[1,2,4]triazolo[4,3-a][1,4]benzodiazepine-5(6H)-propanoic acid), ethyl ester, [OH-].[Na+] (sodium hydroxide). Solvent: C(C)O (ethanol). Reaction conditions: time 45 minute. Yields the product C1=NN=C2N1C1=C(CN(C2)CCC(=O)O)C=CC=C1 (4H-[1,2,4]triazolo[4,3-a][1,4]benzodiazepine-5(6H)-propanoic acid), C(C)(=O)[O-] (acetate). RXN SMILES: [CH:1]1[N:5]2[C:6]3[CH:19]=[CH:18][CH:17]=[CH:16][C:7]=3[CH2:8][N:9]([CH2:11][CH2:12][C:13]([OH:15])=[O:14])[CH2:10][C:4]2=[N:3][N:2]=1.[OH-].[Na+]>C(O)C>[CH:1]1[N:5]2[C:6]3[CH:19]=[CH:18][CH:17]=[CH:16][C:7]=3[CH2:8][N:9]([CH2:11][CH2:12][C:13]([OH:15])=[O:14])[CH2:10][C:4]2=[N:3][N:2]=1.[C:13]([O-:15])(=[O:14])[CH3:12] |f:1.2|. Procedure: To a solution of 4H-[1,2,4]triazolo[4,3-a][1,4]benzodiazepine-5(6H)-propanoic acid, 8-[[4-(iminoaminomethyl)phenyl]methoxy]-1-methyl-6-oxo, ethyl ester in 3 mL ethanol at room temperature was added 0.75 mL 2N sodium hydroxide and the reaction stirred for 45 mins. The mixture was quenched with 0.5 mL glacial acetic acid and purified by HPLC (solvent gradient 1:4 acetonitrile:water(0.5% acetic acid) (time 0 to 10 mins.) to 3:2 acetonitrile:water(0.5% acetic acid) (time 50 mins.), 20 mL/min, C18 2"... Starting materials: O=C=Nc1cc(C(F)(F)F)ccc1F, NC(=O)c1[nH]c2ncccc2c1-c1ccc(N)cc1, C1CCOC1. The product is NC(=O)c1[nH]c2ncccc2c1-c1ccc(NC(=O)Nc2cc(C(F)(F)F)ccc2F)cc1. As a reaction SMILES: [F:20][c:21]1[c:22]([N:31]=[C:32]=[O:33])[cH:23][c:24]([C:27]([F:28])([F:29])[F:30])[cH:25][cH:26]1.[NH2:1][c:2]1[cH:3][cH:4][c:5](-[c:8]2[c:9]([C:17](=[O:18])[NH2:19])[nH:10][c:11]3[n:12][cH:13][cH:14][cH:15][c:16]23)[cH:6][cH:7]1.[O:34]1[CH2:35][CH2:36][CH2:37][CH2:38]1>>[NH:1]([c:2]1[cH:3][cH:4][c:5](-[c:8]2[c:9]([C:17](=[O:18])[NH2:19])[nH:10][c:11]3[n:12][cH:13][cH:14][cH:15][c:16]23)[cH:6][cH:7]1)[C:32]([NH:31][c:22]1[c:21]([F:20])[cH:26][cH:25][c:24]([C:27]([F:28])([F:29])[F:30])[cH:23]1)=[O:33]. The reactants are C(C)OC(C=CC1=CC(=CC=C1)NC(=O)C=1OC(=CC1)Br)=O (3-{3-[(5-Bromo-furan-2-carbonyl)-amino]-phenyl}-acrylic acid ethyl ester), FC=1C=C(C=CC1)B(O)O (3-fluoro-phenylboronic acid). Product: C(C)OC(C=CC1=CC(=CC=C1)NC(=O)C=1OC(=CC1)C1=CC(=CC=C1)F)=O (3-(3-{[5-(3-Fluoro-phenyl)-furan-2-carbonyl]-amino}-phenyl)-acrylic acid ethyl ester). RXN SMILES: [CH2:1]([O:3][C:4](=[O:22])[CH:5]=[CH:6][C:7]1[CH:12]=[CH:11][CH:10]=[C:9]([NH:13][C:14]([C:16]2[O:17][C:18](Br)=[CH:19][CH:20]=2)=[O:15])[CH:8]=1)[CH3:2].[F:23][C:24]1[CH:25]=[C:26](B(O)O)[CH:27]=[CH:28][CH:29]=1>>[CH2:1]([O:3][C:4](=[O:22])[CH:5]=[CH:6][C:7]1[CH:12]=[CH:11][CH:10]=[C:9]([NH:13][C:14]([C:16]2[O:17][C:18]([C:28]3[CH:27]=[CH:26][CH:25]=[C:24]([F:23])[CH:29]=3)=[CH:19][CH:20]=2)=[O:15])[CH:8]=1)[CH3:2]. Procedure details: The furyl bromide (99) (125 mg, 0.34 mmol) was coupled to 3-fluoro-phenylboronic acid (48 mg, x 0.41 mmol) acid using Method E. The residue was purified by column chromatography eluting with 20% EtOAc in heptane to give the title compound. Reactants: [OH-].[Na+] (NaOH), FC(S(=O)(=O)OC1=CC=C(C=C1)[N+](=O)[O-])(F)F (4-(trifluoromethylsulfonyloxy)-1-nitrobenzene), stannous chloride. The solvent is C(C)O (ethanol), Cl (HCl). Conditions: time 3 hour. The product is FC(S(=O)(=O)OC1=CC=C(N)C=C1)(F)F (4-(trifluoromethylsulfonyloxy)aniline). As a reaction SMILES: [F:1][C:2]([F:17])([F:16])[S:3]([O:6][C:7]1[CH:12]=[CH:11][C:10]([N+:13]([O-])=O)=[CH:9][CH:8]=1)(=[O:5])=[O:4].[OH-].[Na+]>C(O)C.Cl>[F:16][C:2]([F:1])([F:17])[S:3]([O:6][C:7]1[CH:12]=[CH:11][C:10]([NH2:13])=[CH:9][CH:8]=1)(=[O:4])=[O:5] |f:1.2|. Reported procedure: The 4-(trifluoromethylsulfonyloxy)-1-nitrobenzene (27.1 grams; 0.10 mole) in 300 ml of ethanol was added dropwise to 94.8 grams of stannous chloride (0.5 mol; 5 equivalents) in 525 ml of concentrated HCl, at room temperature. The rate of addition was controlled to prevent the temperature of the reaction mixture from rising. The reaction mixture was stirred for 3 hours, 10N NaOH added until the pH was ~12, and extracted into ether. The ether extract was washed with water, dried over magnesium sul...